The task is: describe an organic reaction: reactants, conditions, products, and yield. This data is from the Open Reaction Database (ORD), a public repository of structured organic reaction records. The reactants are Cc1ccccc1, CC(C)(C(=O)O)c1ccc(Cl)cc1, O=S(Cl)Cl. Yields the product CC(C)(C(=O)Cl)c1ccc(Cl)cc1. RXN SMILES: [CH3:18][c:19]1[cH:20][cH:21][cH:22][cH:23][cH:24]1.[Cl:1][c:2]1[cH:3][cH:4][c:5]([C:8]([C:9](=[O:10])[OH:11])([CH3:12])[CH3:13])[cH:6][cH:7]1.[S:14]([Cl:15])([Cl:16])=[O:17]>>[Cl:1][c:2]1[cH:3][cH:4][c:5]([C:8]([C:9](=[O:10])[Cl:16])([CH3:12])[CH3:13])[cH:6][cH:7]1. The product is ethyl ether-hexanes, C1(=CC=CC=C1)C=1C=C(OCCCCC(=O)O)C=CC1 (5-(3-phenylphenoxy)pentanoic acid). Procedure: To a solution in methanol (7.5 mL) of 5-(3-phenylphenoxy)pentanoic acid methyl ester (1.42 g, 5.0 mmol), prepared as in step 1, was added water (3.75 mL) and aqueous 4N sodium hydroxide (3.75 mL). The reaction mixture was stirred for 3.5 hours and then was concentrated in vacuo. The residue was partitioned between water and ethyl ether. The aqueous phase was taken to pH 2 with concentrated HCl and extracted twice with ethyl acetate. The combined ethyl acetate extracts were dried over Na2SO4, fil... Reaction SMILES: C[O:2][C:3](=[O:21])[CH2:4][CH2:5][CH2:6][CH2:7][O:8][C:9]1[CH:14]=[CH:13][CH:12]=[C:11]([C:15]2[CH:20]=[CH:19][CH:18]=[CH:17][CH:16]=2)[CH:10]=1.O.[OH-].[Na+]>CO>[C:15]1([C:11]2[CH:10]=[C:9]([CH:14]=[CH:13][CH:12]=2)[O:8][CH2:7][CH2:6][CH2:5][CH2:4][C:3]([OH:21])=[O:2])[CH:16]=[CH:17][CH:18]=[CH:19][CH:20]=1 |f:2.3|. Starting materials: O (water), [OH-].[Na+] (sodium hydroxide), COC(CCCCOC1=CC(=CC=C1)C1=CC=CC=C1)=O (5-(3-phenylphenoxy)pentanoic acid methyl ester). The solvent is CO (methanol). Yield: 89.5%. Run at time 3.5 hour. The reactants are COc1ccc(-c2ccc(C=O)cc2)cc1Br, ClCCl, CN, CCO, [Mg+2], O=S(=O)([O-])[O-]. Product: CN=Cc1ccc(-c2ccc(OC)c(Br)c2)cc1. As a reaction SMILES: [Br:1][c:2]1[cH:3][c:4](-[c:10]2[cH:11][cH:12][c:13]([CH:16]=[O:17])[cH:14][cH:15]2)[cH:5][cH:6][c:7]1[O:8][CH3:9].[CH2:29]([Cl:30])[Cl:31].[CH3:18][NH2:19].[CH3:26][CH2:27][OH:28].[Mg+2:20].[O-:21][S:22]([O-:23])(=[O:24])=[O:25]>>[Br:1][c:2]1[cH:3][c:4](-[c:10]2[cH:11][cH:12][c:13]([CH:16]=[N:19][CH3:18])[cH:14][cH:15]2)[cH:5][cH:6][c:7]1[O:8][CH3:9]. Reactants: Nc1ccc(Br)cc1F, CCOC(=O)c1sc2ccncc2c1OS(=O)(=O)C(F)(F)C(F)(F)C(F)(F)C(F)(F)F, C1CCC2=NCCCN2CC1, Cc1ccccc1, CCOC(C)=O. The product is CCOC(=O)c1sc2ccncc2c1Nc1ccc(Br)cc1F. Reaction SMILES: [Br:32][c:33]1[cH:34][c:35]([F:40])[c:36]([NH2:37])[cH:38][cH:39]1.[CH2:1]([CH3:2])[O:3][C:4](=[O:5])[c:6]1[c:7]([O:15][S:16]([C:17]([F:18])([F:19])[C:20]([F:21])([F:22])[C:23]([F:24])([F:25])[C:26]([F:27])([F:28])[F:29])(=[O:30])=[O:31])[c:8]2[cH:9][n:10][cH:11][cH:12][c:13]2[s:14]1.[CH2:41]1[CH2:42][CH2:43][C:44]2=[N:49][CH2:48][CH2:47][CH2:46][N:45]2[CH2:50][CH2:51]1.[CH3:52][c:53]1[cH:54][cH:55][cH:56][cH:57][cH:58]1.[CH3:59][CH2:60][O:61][C:62](=[O:63])[CH3:64]>>[CH2:1]([CH3:2])[O:3][C:4](=[O:5])[c:6]1[c:7]([NH:37][c:36]2[c:35]([F:40])[cH:34][c:33]([Br:32])[cH:39][cH:38]2)[c:8]2[cH:9][n:10][cH:11][cH:12][c:13]2[s:14]1. The reactants are COC(=O)C(Cc1ccc(N)c(C)c1)NC(=O)OCc1ccccc1, Cl, [I-], [K+], O=N[O-], [Na+], O, O=S(=O)(O)O. Yields the product COC(=O)C(Cc1ccc(I)c(C)c1)NC(=O)OCc1ccccc1. As a reaction SMILES: [CH3:7][O:8][C:9]([CH:10]([NH:11][C:12](=[O:13])[O:14][CH2:15][c:16]1[cH:17][cH:18][cH:19][cH:20][cH:21]1)[CH2:22][c:23]1[cH:24][c:25]([CH3:30])[c:26]([NH2:29])[cH:27][cH:28]1)=[O:31].[ClH:6].[I-:37].[K+:36].[N:32]([O-:33])=[O:34].[Na+:35].[OH2:38].[S:1](=[O:2])(=[O:3])([OH:4])[OH:5]>>[CH3:7][O:8][C:9]([CH:10]([NH:11][C:12](=[O:13])[O:14][CH2:15][c:16]1[cH:17][cH:18][cH:19][cH:20][cH:21]1)[CH2:22][c:23]1[cH:24][c:25]([CH3:30])[c:26]([I:37])[cH:27][cH:28]1)=[O:31]. Starting materials: C(C)N(CCCN1N=C(C2=C(C=CC=C12)Cl)N)CC (1-(3-diethylaminopropyl)-3-amino-4-chloroindazole), Cl (hydrogen chloride), C(C)OCC (diethyl ether). Solvent: C(C)O (ethyl alcohol). The product is Cl.Cl.C(C)N(CCCN1N=C(C2=C(C=CC=C12)Cl)N)CC (1-(3-diethylaminopropyl)-3-amino-4-chloroindazole dihydrochloride). Reaction SMILES: [CH2:1]([N:3]([CH2:18][CH3:19])[CH2:4][CH2:5][CH2:6][N:7]1[C:15]2[C:10](=[C:11]([Cl:16])[CH:12]=[CH:13][CH:14]=2)[C:9]([NH2:17])=[N:8]1)[CH3:2].[ClH:20].C(OCC)C>C(O)C>[ClH:16].[ClH:20].[CH2:18]([N:3]([CH2:1][CH3:2])[CH2:4][CH2:5][CH2:6][N:7]1[C:15]2[C:10](=[C:11]([Cl:16])[CH:12]=[CH:13][CH:14]=2)[C:9]([NH2:17])=[N:8]1)[CH3:19] |f:4.5.6|. Reported procedure: In 15 ml of absolute ethyl alcohol was dissolved 1.50 g of 1-(3-diethylaminopropyl)-3-amino-4-chloroindazole and into the solution was introduced dried hydrogen chloride gas under cooling with ice. To the solution was added anhydrous diethyl ether to separate crystals. Then the crystals were obtained by filtration and dried to give 1-(3-diethylaminopropyl)-3-amino-4-chloroindazole dihydrochloride having the following analytical value. Reactants: BrB(Br)Br, O=C([O-])O, CO, ClCCl, Cl, COc1ccc2c(C(=O)c3ccc(OCCN4CCCCCC4)cc3)c(-c3c(F)cc(F)cc3F)ccc2c1, [Na+]. Product: O=C(c1ccc(OCCN2CCCCCC2)cc1)c1c(-c2c(F)cc(F)cc2F)ccc2cc(O)ccc12. Reaction SMILES: [B:41]([Br:42])([Br:43])[Br:44].[C:45](=[O:46])([OH:47])[O-:48].[CH3:53][OH:54].[Cl:50][CH2:51][Cl:52].[ClH:40].[N:1]1([CH2:8][CH2:9][O:10][c:11]2[cH:12][cH:13][c:14]([C:17](=[O:18])[c:19]3[c:20](-[c:31]4[c:32]([F:39])[cH:33][c:34]([F:38])[cH:35][c:36]4[F:37])[cH:21][cH:22][c:23]4[cH:24][c:25]([O:29][CH3:30])[cH:26][cH:27][c:28]34)[cH:15][cH:16]2)[CH2:2][CH2:3][CH2:4][CH2:5][CH2:6][CH2:7]1.[Na+:49]>>[N:1]1([CH2:8][CH2:9][O:10][c:11]2[cH:12][cH:13][c:14]([C:17](=[O:18])[c:19]3[c:20](-[c:31]4[c:32]([F:39])[cH:33][c:34]([F:38])[cH:35][c:36]4[F:37])[cH:21][cH:22][c:23]4[cH:24][c:25]([OH:29])[cH:26][cH:27][c:28]34)[cH:15][cH:16]2)[CH2:2][CH2:3][CH2:4][CH2:5][CH2:6][CH2:7]1. Starting materials: ClCCOC1=C2C(=NC=NC2=CC=C1)NC1=CC(=C(C=C1)OCC1=NC=CC=C1)Cl (5-(2-Chloroethoxy)-N-[3-chloro-4-(pyridin-2-ylmethoxy)phenyl]quinazolin-4-amine), C(C)N (ethylamine). Product: ClC=1C=C(C=CC1OCC1=NC=CC=C1)NC1=NC=NC2=CC=CC(=C12)OCCNCC (N-[3-chloro-4-(pyridin-2-ylmethoxy)phenyl]-5-[2-(ethylamino)ethoxy]quinazolin-4-amine). Reaction SMILES: Cl[CH2:2][CH2:3][O:4][C:5]1[CH:14]=[CH:13][CH:12]=[C:11]2[C:6]=1[C:7]([NH:15][C:16]1[CH:21]=[CH:20][C:19]([O:22][CH2:23][C:24]3[CH:29]=[CH:28][CH:27]=[CH:26][N:25]=3)=[C:18]([Cl:30])[CH:17]=1)=[N:8][CH:9]=[N:10]2.[CH2:31]([NH2:33])[CH3:32]>>[Cl:30][C:18]1[CH:17]=[C:16]([NH:15][C:7]2[C:6]3[C:11](=[CH:12][CH:13]=[CH:14][C:5]=3[O:4][CH2:3][CH2:2][NH:33][CH2:31][CH3:32])[N:10]=[CH:9][N:8]=2)[CH:21]=[CH:20][C:19]=1[O:22][CH2:23][C:24]1[CH:29]=[CH:28][CH:27]=[CH:26][N:25]=1. Procedure details: 5-(2-Chloroethoxy)-N-[3-chloro-4-(pyridin-2-ylmethoxy)phenyl]quinazolin-4-amine (0.400 g) and ethylamine (1.2 g) were heated at 50° C. overnight and then the solution purified by chromatography using DCM to 10% 7N ammonia in methanol in DCM to give N-[3-chloro-4-(pyridin-2-ylmethoxy)phenyl]-5-[2-(ethylamino)ethoxy]quinazolin-4-amine; Mass spectrum MH+ 450. The reactants are Cl.C(C)OC(CN)=O (glycine ethyl ester hydrochloric acid), C(N)(=O)OCCC=1N(C(=C(N1)C(C)C)SC1=CC(=CC(=C1)F)F)CCC1=CC=CC=C1 (2-(2-Carbamoyloxyethyl)-5-(3,5-difluorophenylthio)-4-isopropyl-1-(2-phenylethyl)-1H-imidazole), C(C1=CC=CC=C1)OCC(=O)Cl (benzyloxyacetylchloride). Reagents/catalysts: CN(C1=CC=NC=C1)C (4-dimethylaminopyridine). Run in C(Cl)Cl (methylene chloride), C(Cl)Cl (methylene chloride). Run at time 10 minute. Yields the product C(C)OC(CNC(COCC1=CC=CC=C1)=O)=O (N-benzyloxyacetylglycine ethyl ester). Yield: 100.0%. Reaction SMILES: Cl.[CH2:2]([O:4][C:5](=[O:8])[CH2:6][NH2:7])[CH3:3].C(OCCC1N(CCC2C=CC=CC=2)C(SC2C=C(F)C=C(F)C=2)=C(C(C)C)N=1)(=O)N.[CH2:40]([O:47][CH2:48][C:49](Cl)=[O:50])[C:41]1[CH:46]=[CH:45][CH:44]=[CH:43][CH:42]=1>C(Cl)Cl.CN(C)C1C=CN=CC=1>[CH2:2]([O:4][C:5](=[O:8])[CH2:6][NH:7][C:49](=[O:50])[CH2:48][O:47][CH2:40][C:41]1[CH:46]=[CH:45][CH:44]=[CH:43][CH:42]=1)[CH3:3] |f:0.1|. Procedure details: In 50 ml of methylene chloride was added 15.0 g (35.8 mmol) of glycine ethyl ester hydrochloric acid, followed by addition of 9.2 9 (75.3 mmol) of 4-dimethylaminopyridine under ice-cooling. After stirring for 10 minutes, 6.5 ml (39.4 mmol) of benzyloxyacetylchloride was added dropwise under ice-cooling over 30 minutes. The temperature was raised up to room temperature, and the mixture was stirred for 12 hours. To the mixture, 20 ml of methylene chloride was added, and filtered. To the filtrate, ... As a reaction SMILES: [Cl:1][C:2]1[C:7]([C:8]([NH:10][C:11]2[CH:12]=[C:13]3[C:19]([O:20][CH3:21])=[N:18][NH:17][C:14]3=[N:15][CH:16]=2)=[O:9])=[C:6]([F:22])[C:5]([NH:23][S:24]([CH2:27][CH2:28][CH2:29][O:30]C2C=CC(OC)=CC=2)(=[O:26])=[O:25])=[CH:4][CH:3]=1>CC#N>[Cl:1][C:2]1[C:7]([C:8]([NH:10][C:11]2[CH:12]=[C:13]3[C:19]([O:20][CH3:21])=[N:18][NH:17][C:14]3=[N:15][CH:16]=2)=[O:9])=[C:6]([F:22])[C:5]([NH:23][S:24]([CH2:27][CH2:28][CH2:29][OH:30])(=[O:26])=[O:25])=[CH:4][CH:3]=1. Run in CC#N (CH3CN). The product is ClC1=CC=C(C(=C1C(=O)NC=1C=C2C(=NC1)NN=C2OC)F)NS(=O)(=O)CCCO (6-chloro-2-fluoro-3-(3-hydroxypropylsulfonamido)-N-(3-methoxy-1H-pyrazolo[3,4-b]pyridin-5-yl)benzamide). Procedure: A 100 mL, round-bottomed flask was charged with 6-chloro-2-fluoro-N-(3-methoxy-1H-pyrazolo[3,4-b]pyridin-5-yl)-3-(3-(4-methoxyphenoxy) propylsulfonamido)benzamide (30.0 mg, 0.053 mmol), Ce(NH4)2(NO2)6 (72.9 mg, 0.13 mmol) and CH3CN (0.5 mL) The reaction mixture was stirred at room temperature until LC-MS showed that the starting material had been consumed (overnight). Then the reaction mixture was partitioned between EtOAc (200 mL) and water (100 mL). The phases were separated, and the aqueous p... Isolated yield 83.7%. Reactants: ClC1=CC=C(C(=C1C(=O)NC=1C=C2C(=NC1)NN=C2OC)F)NS(=O)(=O)CCCOC2=CC=C(C=C2)OC (6-chloro-2-fluoro-N-(3-methoxy-1H-pyrazolo[3,4-b]pyridin-5-yl)-3-(3-(4-methoxyphenoxy) propylsulfonamido)benzamide), Ce(NH4)2(NO2)6.